Dataset: the Open Reaction Database (ORD), a public repository of structured organic reaction records. Task: describe an organic reaction: reactants, conditions, products, and yield Starting materials: B(Br)(Br)Br (Boron tribromide), COC=1C=C(C=CC1OC)C=CC1=NC(=NO1)CC1CCN(CC1)C(C)C (4-{5-[2-(3,4-Dimethoxy-phenyl)-vinyl]-[1,2,4]oxadiazol-3-ylmethyl}-1-isopropyl-piperidine), COC=1C=C(C=CC1OC)C=CC1=NC(=NO1)CC1CCN(CC1)C(C)C (4-{5-[2-(3,4-Dimethoxy-phenyl)-vinyl]-[1,2,4]oxadiazol-3-ylmethyl}-1-isopropyl-piperidine). Solvent: ClCCl (dichloromethane), N (ammonia). Run at time 6 hour. Yields the product C(C)(C)N1CCC(CC1)CC1=NOC(=N1)C=CC=1C=C(C(=CC1)O)O (4-{2-[3-(1-Isopropyl-piperidin-4-ylmethyl)-[1,2,4]oxadiazol-5-yl]-vinyl}-benzene-1,2-diol). RXN SMILES: B(Br)(Br)Br.C[O:6][C:7]1[CH:8]=[C:9]([CH:15]=[CH:16][C:17]2[O:21][N:20]=[C:19]([CH2:22][CH:23]3[CH2:28][CH2:27][N:26]([CH:29]([CH3:31])[CH3:30])[CH2:25][CH2:24]3)[N:18]=2)[CH:10]=[CH:11][C:12]=1[O:13]C>ClCCl.N>[CH:29]([N:26]1[CH2:27][CH2:28][CH:23]([CH2:22][C:19]2[N:18]=[C:17]([CH:16]=[CH:15][C:9]3[CH:8]=[C:7]([OH:6])[C:12]([OH:13])=[CH:11][CH:10]=3)[O:21][N:20]=2)[CH2:24][CH2:25]1)([CH3:31])[CH3:30]. Procedure: Boron tribromide (0.229 mL, 2.42 mmol) was added dropwise to a cooled solution of 4-{5-[2-(3,4-Dimethoxy-phenyl)-vinyl]-[1,2,4]oxadiazol-3-ylmethyl}-1-isopropyl-piperidine (compound of Example 21; 0.15 g, 0.4 mmol) in dichloromethane (5 mL) at −78° C. The reaction mixture was warmed to room temperature and stirred for 6 h. The reaction mixture was quenched with methanol (2 mL) and the organic solvent was evaporated. The residue obtained was dissolved in 8% methanolic ammonia (5 mL) and the inorg... Reactants: BrC1=CC(=CN(C1=O)C(C)C(C)=O)C(=O)OC (methyl 5-bromo-6-oxo-1-(3-oxobutan-2-yl)-1,6-dihydropyridine-3-carboxylate), FC1=CC=C(C=C1)B(O)O (4-fluorophenylboronic acid), [Na+].[Na+].[Na+].P(C=1C=C(C=CC1)S(=O)(=O)[O-])(C=1C=C(C=CC1)S(=O)(=O)[O-])C=1C=C(C=CC1)S(=O)(=O)[O-] (3,3′,3″-phosphinidynetris(benzenesulfonic acid) trisodium salt), C(C)(C)NC(C)C (diisopropylamine), C([O-])(O)=O.[Na+] (sodium bicarbonate). The reagents and catalysts are C(C)(=O)[O-].[Pd+2].C(C)(=O)[O-] (palladium acetate). Solvent: CN(C=O)C (N,N-dimethylformamide), O (water), O (water). Reaction conditions: temperature 80 celsius, time 30 minute. Product: FC1=CC=C(C=C1)C1=CC(=CN(C1=O)C(C)C(C)=O)C(=O)OC (Methyl 5-(4-fluorophenyl)-6-oxo-1-(3-oxobutan-2-yl)-1,6-dihydropyridine-3-carboxylate). Reaction SMILES: Br[C:2]1[C:7](=[O:8])[N:6]([CH:9]([C:11](=[O:13])[CH3:12])[CH3:10])[CH:5]=[C:4]([C:14]([O:16][CH3:17])=[O:15])[CH:3]=1.[F:18][C:19]1[CH:24]=[CH:23][C:22](B(O)O)=[CH:21][CH:20]=1.[Na+].[Na+].[Na+].P(C1C=C(S([O-])(=O)=O)C=CC=1)(C1C=C(S([O-])(=O)=O)C=CC=1)C1C=C(S([O-])(=O)=O)C=CC=1.C(NC(C)C)(C)C.C(=O)(O)[O-].[Na+]>CN(C)C=O.O.C([O-])(=O)C.[Pd+2].C([O-])(=O)C>[F:18][C:19]1[CH:24]=[CH:23][C:22]([C:2]2[C:7](=[O:8])[N:6]([CH:9]([C:11](=[O:13])[CH3:12])[CH3:10])[CH:5]=[C:4]([C:14]([O:16][CH3:17])=[O:15])[CH:3]=2)=[CH:21][CH:20]=1 |f:2.3.4.5,7.8,11.12.13|. Reported procedure: To a solution of methyl 5-bromo-6-oxo-1-(3-oxobutan-2-yl)-1,6-dihydropyridine-3-carboxylate (11.3 g, 37.4 mmol) in N,N-dimethylformamide (112 mL) and water (37 mL) were added 4-fluorophenylboronic acid (6.28 g, 44.9 mmol), palladium acetate (0.17 g, 0.75 mmol), 3,3′,3″-phosphinidynetris(benzenesulfonic acid) trisodium salt (1.28 g, 2.24 mmol) and diisopropylamine (13.3 mL, 94.0 mmol). The reaction mixture was heated to 80° C. After 30 min, the mixture was cooled to ambient temperature. Saturated... Reactants: CCOC(N)=O, Cc1ccccc1, CCOC(=O)C(C=O)c1ccc(Cl)cc1, O=S(=O)(O)O. Yields the product CCOC(=O)NC=C(C(=O)OCC)c1ccc(Cl)cc1. RXN SMILES: [CH3:16][CH2:17][O:18][C:19]([NH2:20])=[O:21].[CH3:27][c:28]1[cH:29][cH:30][cH:31][cH:32][cH:33]1.[Cl:1][c:2]1[cH:3][cH:4][c:5]([CH:8]([C:9](=[O:10])[O:11][CH2:12][CH3:13])[CH:14]=[O:15])[cH:6][cH:7]1.[S:22](=[O:23])(=[O:24])([OH:25])[OH:26]>>[Cl:1][c:2]1[cH:3][cH:4][c:5]([C:8]([C:9](=[O:10])[O:11][CH2:12][CH3:13])=[CH:14][NH:20][C:19]([O:18][CH2:17][CH3:16])=[O:21])[cH:6][cH:7]1. Solvent: ClCCl (dichloromethane). Reactants: B(Br)(Br)Br (boron tribromide), ClC=1C=CC(=C(C1)C1=CC(=CC=C1)C#N)OC (5′-Chloro-2′-methoxy-[1,1′-biphenyl]-3-carbonitrile). Reaction conditions: time 16 hour. Procedure: A solution of boron tribromide (1M in dichloromethane, 6 ml) was added to a stirred solution of the product from step (i) in dichloromethane (10 ml) at 0° C. After 15 min the mixture was warmed to room temperature, stirred for 16 h then poured onto ice. The mixture was extracted with dichloromethane then ethylacetate, the organics combined, dried and evaporated under reduced pressure. The residue was purified by chromatography on silica eluting with 30-70% diethylether/isohexane. Yield 0.415 g Yields the product ClC=1C=CC(=C(C1)C1=CC(=CC=C1)C#N)O (5′-Chloro-2′-hydroxy-[1,1′-biphenyl]-3-carbonitrile). Reaction SMILES: B(Br)(Br)Br.[Cl:5][C:6]1[CH:7]=[CH:8][C:9]([O:20]C)=[C:10]([C:12]2[CH:17]=[CH:16][CH:15]=[C:14]([C:18]#[N:19])[CH:13]=2)[CH:11]=1>ClCCl>[Cl:5][C:6]1[CH:7]=[CH:8][C:9]([OH:20])=[C:10]([C:12]2[CH:17]=[CH:16][CH:15]=[C:14]([C:18]#[N:19])[CH:13]=2)[CH:11]=1. Reactants: COCCOC(=O)Cl, Cc1ccnc(Nc2ncc(Sc3ccnc(C(=O)NCC4(c5ccncc5)CCNCC4)c3F)s2)c1. Product: COCCOC(=O)N1CCC(CNC(=O)c2nccc(Sc3cnc(Nc4cc(C)ccn4)s3)c2F)(c2ccncc2)CC1. RXN SMILES: [Cl:38][C:39](=[O:40])[O:41][CH2:42][CH2:43][O:44][CH3:45].[F:1][c:2]1[c:3]([C:22](=[O:23])[NH:24][CH2:25][C:26]2([c:32]3[cH:33][cH:34][n:35][cH:36][cH:37]3)[CH2:27][CH2:28][NH:29][CH2:30][CH2:31]2)[n:4][cH:5][cH:6][c:7]1[S:8][c:9]1[cH:10][n:11][c:12]([NH:14][c:15]2[n:16][cH:17][cH:18][c:19]([CH3:21])[cH:20]2)[s:13]1>>[F:1][c:2]1[c:3]([C:22](=[O:23])[NH:24][CH2:25][C:26]2([c:32]3[cH:33][cH:34][n:35][cH:36][cH:37]3)[CH2:27][CH2:28][N:29]([C:39](=[O:40])[O:41][CH2:42][CH2:43][O:44][CH3:45])[CH2:30][CH2:31]2)[n:4][cH:5][cH:6][c:7]1[S:8][c:9]1[cH:10][n:11][c:12]([NH:14][c:15]2[n:16][cH:17][cH:18][c:19]([CH3:21])[cH:20]2)[s:13]1. Reactants: ClC1=C2C(=NC=C1C#N)C1=C(S2)C=CC=C1 (4-chlorobenzo[4,5]thieno[3,2-b]pyridine-3-carbonitrile), O(C1=CC=CC=C1)C1=CC=C(N)C=C1 (4-phenoxyaniline). Solvent: C(C)OCCO (2-ethoxyethanol). Reaction conditions: time 3 day. Product: O(C1=CC=CC=C1)C1=CC=C(C=C1)NC1=C2C(=NC=C1C#N)C1=C(S2)C=CC=C1 (4-(4-Phenoxyphenylamino)benzo[4,5]thieno[3,2-b]pyridine-3-carbonitrile). Yield: 59.8%. As a reaction SMILES: Cl[C:2]1[C:7]([C:8]#[N:9])=[CH:6][N:5]=[C:4]2[C:10]3[CH:16]=[CH:15][CH:14]=[CH:13][C:11]=3[S:12][C:3]=12.[O:17]([C:24]1[CH:30]=[CH:29][C:27]([NH2:28])=[CH:26][CH:25]=1)[C:18]1[CH:23]=[CH:22][CH:21]=[CH:20][CH:19]=1>C(OCCO)C>[O:17]([C:24]1[CH:25]=[CH:26][C:27]([NH:28][C:2]2[C:7]([C:8]#[N:9])=[CH:6][N:5]=[C:4]3[C:10]4[CH:16]=[CH:15][CH:14]=[CH:13][C:11]=4[S:12][C:3]=23)=[CH:29][CH:30]=1)[C:18]1[CH:23]=[CH:22][CH:21]=[CH:20][CH:19]=1. Procedure: A mixture of 250 mg (1.02 mmol) of 4-chlorobenzo[4,5]thieno[3,2-b]pyridine-3-carbonitrile and 210 mg (1.12 mmol) of 4-phenoxyaniline in 5 mL of 2-ethoxyethanol is heated at reflux temperature for 4 hours then stirred at room temperature for 3 days. The reaction mixture is then heated at reflux temperature for an additional 6 hours, then cooled to room temperature and partitioned between ethyl acetate and saturated sodium bicarbonate. The organic layer is dried over sodium sulfate, filtered and c...